From a dataset of the Open Reaction Database (ORD), a public repository of structured organic reaction records. describe an organic reaction: reactants, conditions, products, and yield Reactants: Br (HBr), CCOCC (ether), N([C@@H](CC1=CC=C(C=C1)O)C(=O)C=[N+]=[N-])C(=O)OC(C)(C)C (Boc-TyrCHN2). The solvent is C(C)(=O)OCC (ethyl acetate), O1CCCC1 (tetrahydrofuran). Conditions: time 5 minute. Product: N([C@@H](CC1=CC=C(C=C1)O)C(=O)CBr)C(=O)OC(C)(C)C (Boc-TyrCH2Br). Reaction SMILES: [NH:1]([C:16]([O:18][C:19]([CH3:22])([CH3:21])[CH3:20])=[O:17])[C@H:2]([C:11]([CH:13]=[N+]=[N-])=[O:12])[CH2:3][C:4]1[CH:9]=[CH:8][C:7]([OH:10])=[CH:6][CH:5]=1.[BrH:23].CCOCC>O1CCCC1.C(OCC)(=O)C>[NH:1]([C:16]([O:18][C:19]([CH3:22])([CH3:21])[CH3:20])=[O:17])[C@H:2]([C:11]([CH2:13][Br:23])=[O:12])[CH2:3][C:4]1[CH:9]=[CH:8][C:7]([OH:10])=[CH:6][CH:5]=1. Procedure details: Boc-TyrCHN2 (0.40 g, 1.32 mmoles) was dissolved in 20 mL of tetrahydrofuran, and the resulting solution was cooled to about -10°. Anhydrous HBr: ether (2.3M, 0.58 mL, 1.3 mmoles) was added, and after about 5 minutes, solvent was evaporated, leaving a residue. The residue was dissolved in ethyl acetate, and the resulting solution was washed with water and saturated aqueous sodium chloride. The solution was then dried over anhydrous sodium sulfate and ethyl acetate was evaporated, yielding an oil....